From a dataset of the Open Reaction Database (ORD), a public repository of structured organic reaction records. describe an organic reaction: reactants, conditions, products, and yield Reactants: ClC1=CC=C(C(=O)Cl)C=C1 (p-chlorobenzoyl chloride), ice hydrochloric acid, [Cl-].[Al+3].[Cl-].[Cl-] (aluminum chloride), C(C)OC(=O)C1=C(N(C=C1CC)C)CC(=O)OCC (ethyl 3-ethoxycarbonyl-4-ethyl-1-methylpyrrole-2-acetate). Run in ClCCCl (1,2-dichloroethane). Reaction conditions: time 10 hour. Product: ClC1=C(C(=O)C2=C(C(=C(N2C)CC(=O)OCC)C(=O)OCC)CC)C=CC=C1 (ethyl (5-o-chlorobenzoyl)-3-ethoxycarbonyl-4-ethyl-1-methylpyrrole-2-acetate). RXN SMILES: Cl[C:2]1[CH:10]=[CH:9][C:5]([C:6](Cl)=[O:7])=[CH:4][CH:3]=1.[Cl-:11].[Al+3].[Cl-].[Cl-].[CH2:15]([O:17][C:18]([C:20]1[C:24]([CH2:25][CH3:26])=[CH:23][N:22]([CH3:27])[C:21]=1[CH2:28][C:29]([O:31][CH2:32][CH3:33])=[O:30])=[O:19])[CH3:16]>ClCCCl>[Cl:11][C:9]1[CH:10]=[CH:2][CH:3]=[CH:4][C:5]=1[C:6]([C:23]1[N:22]([CH3:27])[C:21]([CH2:28][C:29]([O:31][CH2:32][CH3:33])=[O:30])=[C:20]([C:18]([O:17][CH2:15][CH3:16])=[O:19])[C:24]=1[CH2:25][CH3:26])=[O:7] |f:1.2.3.4|. Procedure details: A solution of 13.8 g. (0.0788 mole) of p-chlorobenzoyl chloride and 10.5 g. (0.0788 mole) of aluminum chloride in 120 ml. of 1,2-dichloroethane is added to a refluxing solution of 21.8 g. (0.0788 mole) of ethyl 3-ethoxycarbonyl-4-ethyl-1-methylpyrrole-2-acetate. The mixture is heated under reflux for 10 hrs. and stirred at room temperature for an additional 10 hrs. It is then poured into ice-hydrochloric acid. The organic layer is separated and the aqueous layer washed with 1,2-dichloroethane. T... Reactants: Cl.NO (hydroxylamine hydrochloride), C(#N)C=1C(=NN(C1NC(C(=O)OCC)=O)C)C=1N(C(=CN1)[N+](=O)[O-])C (N-[4-cyano-1-methyl-3-(1-methyl-5-nitroimidazol-2-yl)pyrazol-5-yl]oxamic acid, ethyl ester), Cl.NO (hydroxylamine hydrochloride), [OH-].[K+] (potassium hydroxide), [OH-].[K+] (potassium hydroxide). The solvent is CO (methanol), CO (methanol), CO (methanol). Product: C(#N)C=1C(=NN(C1NC(=O)C(=O)NO)C)C=1N(C(=CN1)[N+](=O)[O-])C (N-[4-Cyano-1-methyl-3-(1-methyl-5-nitroimidazol-2-yl)pyrazol-5-yl]-N'-hydroxyoxamide). Reaction SMILES: Cl.[NH2:2][OH:3].[OH-].[K+].[C:6]([C:8]1[C:9]([C:22]2[N:23]([CH3:30])[C:24]([N+:27]([O-:29])=[O:28])=[CH:25][N:26]=2)=[N:10][N:11]([CH3:21])[C:12]=1[NH:13][C:14](=[O:20])[C:15](OCC)=[O:16])#[N:7]>CO>[C:6]([C:8]1[C:9]([C:22]2[N:23]([CH3:30])[C:24]([N+:27]([O-:29])=[O:28])=[CH:25][N:26]=2)=[N:10][N:11]([CH3:21])[C:12]=1[NH:13][C:14]([C:15]([NH:2][OH:3])=[O:16])=[O:20])#[N:7] |f:0.1,2.3|. Procedure details: Separate solutions were prepared of 0.94 g. of hydroxylamine hydrochloride in 10 ml. of methanol, and 0.728 g. of potassium hydroxide in 5 ml. of methanol at the boiling point of methanol. Both solutions were then cooled to about 30°-40° C., and the potassium hydroxide solution was added with shaking to the hydroxylamine hydrochloride solution. After the addition, the flask containing the mixture was flushed with nitrogen so that the mixture was maintained in a nitrogen atmosphere while being co... The reactants are CCc1ccccc1N1CCNCC1, CCN(C(C)C)C(C)C, ClCCl, O=S(=O)(Cl)c1ccc2ccccc2c1. Yields the product CCc1ccccc1N1CCN(S(=O)(=O)c2ccc3ccccc3c2)CC1. Reaction SMILES: [CH2:1]([CH3:2])[c:3]1[c:4]([N:9]2[CH2:10][CH2:11][NH:12][CH2:13][CH2:14]2)[cH:5][cH:6][cH:7][cH:8]1.[CH:29]([N:30]([CH:31]([CH3:32])[CH3:33])[CH2:34][CH3:35])([CH3:36])[CH3:37].[Cl:38][CH2:39][Cl:40].[cH:15]1[c:16]([S:25](=[O:26])(=[O:27])[Cl:28])[cH:17][cH:18][c:19]2[cH:20][cH:21][cH:22][cH:23][c:24]12>>[CH2:1]([CH3:2])[c:3]1[c:4]([N:9]2[CH2:10][CH2:11][N:12]([S:25]([c:16]3[cH:15][c:24]4[c:19]([cH:18][cH:17]3)[cH:20][cH:21][cH:22][cH:23]4)(=[O:26])=[O:27])[CH2:13][CH2:14]2)[cH:5][cH:6][cH:7][cH:8]1. Starting materials: C(CCCCCCC)(=O)NCCCCCC(=O)OC (methyl 6-(octanoylamino)hexanoate), CC1(NC(CC(C1)O)(C)C)C (2,2,6,6-tetramethyl-4-piperidinol). Reagents/catalysts: C(C)(=O)O[Sn](O[Sn](CCCC)(CCCC)OC(C)=O)(CCCC)CCCC (1,3-diacetoxy-1,1,3,3-tetrabutyldistannoxane). Run in C1(=CC=CC=C1)C (toluene). Conditions: temperature 110 celsius. The product is C(CCCCCCC)(=O)NCCCCCC(=O)OC1CC(NC(C1)(C)C)(C)C (2,2,6,6-tetramethylpiperidin-4-yl 6-(octanoylamino)hexanoate). Isolated yield 89.6%. As a reaction SMILES: [C:1]([NH:10][CH2:11][CH2:12][CH2:13][CH2:14][CH2:15][C:16]([O:18][CH3:19])=[O:17])(=[O:9])[CH2:2][CH2:3][CH2:4][CH2:5][CH2:6][CH2:7][CH3:8].[CH3:20][C:21]1([CH3:30])[CH2:26]C(O)[CH2:24][C:23]([CH3:29])([CH3:28])[NH:22]1>C(O[Sn](CCCC)(CCCC)O[Sn](OC(=O)C)(CCCC)CCCC)(=O)C.C1(C)C=CC=CC=1>[C:1]([NH:10][CH2:11][CH2:12][CH2:13][CH2:14][CH2:15][C:16]([O:18][CH:19]1[CH2:24][C:23]([CH3:29])([CH3:28])[NH:22][C:21]([CH3:30])([CH3:26])[CH2:20]1)=[O:17])(=[O:9])[CH2:2][CH2:3][CH2:4][CH2:5][CH2:6][CH2:7][CH3:8]. Procedure: A 250 mL single-necked reaction flask was equipped with a magnetic stirrer and a Dean-Stark trap fitted with a condenser and nitrogen inlet/outlet. To this flask was charged 6.1 g (22.5 mmol) of compound D, 5.29 g (33.7 mmol) of 2,2,6,6-tetramethyl-4-piperidinol, and 150 mL of toluene. Under a slow nitrogen flow, 8 mL of toluene was distilled off and the trap drained. After lowering the heat source and allowing the mixture to cool to 110° C., 0.17 g (0.28 mmol) of 1,3-diacetoxy-1,1,3,3-tetrabuty... Starting materials: ClC1=CC=C(C=C1)[C@H]1CN(CC[C@@H]1[C@H](C)OC1=CC(=C(C=C1)Cl)Cl)C(=O)C1CCN(CC1)C1=NC=C(C=C1)C#N (4-{(3S,4S)-3-(4-Chloro-phenyl)-4-[(S)-1-(3,4-dichloro-phenoxy)-ethyl]-piperidine-1-carbonyl}-3,4,5,6-tetrahydro-2H-[1,2′]bipyridinyl-5′-carbonitrile), N1CCCCC1 (piperidine), C(C1=CC=CC=C1)N1C[C@@H]([C@H](CC1)[C@@H](C)O)C1=CC=C(C=C1)Cl ((R)-1-[(3S,4S)-1-Benzyl-3-(4-chloro-phenyl)-piperidin-4-yl]-ethanol), ClC1=C(C=C(C=C1)O)F (4-Chloro-3-fluoro-phenol), CCN(C(C)C)C(C)C (DIPEA), ClC(C)OC(=O)Cl (1-chloroethyl-chloroformate). The solvent is CO (methanol). Product: C(#N)C=1C=CC(=NC1)N1CCC(CC1)C(=O)O (5′-Cyano-3,4,5,6-tetrahydro-2H-[1,2′]bipyridinyl-4-carboxylic acid), ClC1=C(C=C(O[C@@H](C)[C@@H]2[C@H](CN(CC2)C(=O)C2CCN(CC2)C2=NC=C(C=C2)C#N)C2=CC=C(C=C2)Cl)C=C1)F (4-[(3S,4S)-4-[(S)-1-(4-Chloro-3-fluoro-phenoxy)-ethyl]-3-(4-chloro-phenyl)-piperidine-1-carbonyl]-3,4,5,6-tetrahydro-2H-[1,2′]bipyridinyl-5′-carbonitrile). RXN SMILES: [Cl:1][C:2]1[CH:7]=[CH:6][C:5]([C@@H:8]2[C@@H:13]([C@@H:14]([O:16][C:17]3[CH:22]=[CH:21][C:20]([Cl:23])=[C:19](Cl)[CH:18]=3)[CH3:15])[CH2:12][CH2:11][N:10]([C:25]([CH:27]3[CH2:32][CH2:31][N:30]([C:33]4[CH:38]=[CH:37][C:36]([C:39]#[N:40])=[CH:35][N:34]=4)[CH2:29][CH2:28]3)=[O:26])[CH2:9]2)=[CH:4][CH:3]=1.N1CCCCC1.C(N1CC[C@H]([C@H]([OH:62])C)[C@@H](C2C=CC(Cl)=CC=2)C1)C1C=CC=CC=1.ClC1C=CC(O)=CC=1[F:78].ClC(OC(Cl)=O)C.CCN(C(C)C)C(C)C>CO>[C:39]([C:36]1[CH:37]=[CH:38][C:33]([N:30]2[CH2:31][CH2:32][CH:27]([C:25]([OH:26])=[O:62])[CH2:28][CH2:29]2)=[N:34][CH:35]=1)#[N:40].[Cl:23][C:20]1[CH:21]=[CH:22][C:17]([O:16][C@H:14]([C@H:13]2[CH2:12][CH2:11][N:10]([C:25]([CH:27]3[CH2:32][CH2:31][N:30]([C:33]4[CH:38]=[CH:37][C:36]([C:39]#[N:40])=[CH:35][N:34]=4)[CH2:29][CH2:28]3)=[O:26])[CH2:9][C@@H:8]2[C:5]2[CH:6]=[CH:7][C:2]([Cl:1])=[CH:3][CH:4]=2)[CH3:15])=[CH:18][C:19]=1[F:78]. Procedure: In analogy to the procedure described for the synthesis of 4-{(3S,4S)-3-(4-Chloro-phenyl)-4-[(S)-1-(3,4-dichloro-phenoxy)-ethyl]-piperidine-1-carbonyl}-3,4,5,6-tetrahydro-2H-[1,2′]bipyridinyl-5′-carbonitrile (example 49) the respective piperidine derivative was prepared from (R)-1-[(3S,4S)-1-Benzyl-3-(4-chloro-phenyl)-piperidin-4-yl]-ethanol and 4-Chloro-3-fluoro-phenol via Mitsunobu reaction and subsequently the benzyl group was cleaved by treatment with 1-chloroethyl-chloroformate, DIPEA and m... Reactants: NC=1C=C(C=CC1)C=1OC2=C(N1)C=CC(=C2)C(=O)O (2-(3-aminophenyl)benzoxazole-6-carboxylic acid), C1=CC2=C(C=C1C(=O)O)C(=O)OC2=O (1,2,4-benzenetricarboxylic anhydride). The product is C(=O)(O)C=1C=C2C(N(C(C2=CC1)=O)C=1C=C(C=CC1)C=1OC2=C(N1)C=CC(=C2)C(=O)O)=O (2-[3-(5-Carboxy-1,3-dioxo-1,3-dihydroisoindol-2-yl)phenyl]benzoxazole-6-carboxylic acid). As a reaction SMILES: [NH2:1][C:2]1[CH:3]=[C:4]([C:8]2[O:9][C:10]3[CH:16]=[C:15]([C:17]([OH:19])=[O:18])[CH:14]=[CH:13][C:11]=3[N:12]=2)[CH:5]=[CH:6][CH:7]=1.[CH:20]1[C:25]([C:26]([OH:28])=[O:27])=[CH:24][C:23]2[C:29]([O:31][C:32](=O)[C:22]=2[CH:21]=1)=[O:30]>>[C:26]([C:25]1[CH:24]=[C:23]2[C:22](=[CH:21][CH:20]=1)[C:32](=[O:31])[N:1]([C:2]1[CH:3]=[C:4]([C:8]3[O:9][C:10]4[CH:16]=[C:15]([C:17]([OH:19])=[O:18])[CH:14]=[CH:13][C:11]=4[N:12]=3)[CH:5]=[CH:6][CH:7]=1)[C:29]2=[O:30])([OH:28])=[O:27]. Procedure details: Prepared by the method of Example 1b), from 2-(3-aminophenyl)benzoxazole-6-carboxylic acid (70 mg, 0.27 mmol) and 1,2,4-benzenetricarboxylic anhydride (53 mg, 0.27 mmol) the title compound was obtained (34 mg, 29%). 1H NMR (DMSO) δ 8.38(m, 1H), 8.31(m, 2H), 8.06(dd, 1H), 7.92(m, 2H), 7.86(s, 1H), 7.78(m, 3H). MS 429 m/z (M+H)+. The reactants are C(C)(=O)[O-].[NH4+] (ammonium acetate), cupric acetate monohydrate, C(CCC)C1C2CCCCC2(C2CCCC1C2=O)O (8-n-butyl-2-hydroxytricyclo[7.3.1.02,7 ]tridecan-13-one). Run in C(C)(=O)O (acetic acid). Product: C(CCC)C=1C=2CCCCC2N=C2CCCCC12 (9-n-Butyl-1,2,3,4,5,6,7,8-octahydroacridine). Reaction SMILES: C([O-])(=O)C.[NH4+:5].[CH2:6]([CH:10]1[CH:21]2[C:22](=O)[CH:17]([CH2:18][CH2:19][CH2:20]2)[C:16]2(O)[CH:11]1[CH2:12][CH2:13][CH2:14][CH2:15]2)[CH2:7][CH2:8][CH3:9]>C(O)(=O)C>[CH2:6]([C:10]1[C:21]2[CH2:20][CH2:19][CH2:18][CH2:17][C:22]=2[N:5]=[C:16]2[C:11]=1[CH2:12][CH2:13][CH2:14][CH2:15]2)[CH2:7][CH2:8][CH3:9] |f:0.1|. Reported procedure: A 500 mL, one-necked flask equipped with a magnetic stirring bar, a Claisen adapter, and a reflux condenser equipped with a nitrogen inlet attached to a bubble (Note 6) is charged with 17.0 g (0.22 mol) of ammonium acetate, 82 g (0.41 mol) of cupric acetate monohydrate and 200 mL of glacial acetic acid, then flushed with nitrogen. The mixture is stirred and heated at reflux under a static atmosphere of nitrogen for 15 min., then the resulting solution is cooled slightly as 53 g (0.20 mol) of 8-n...